This data is from the Open Reaction Database (ORD), a public repository of structured organic reaction records. The task is: describe an organic reaction: reactants, conditions, products, and yield The reactants are C(C(C)C)C=1C=C(C=CC1)C(O)C1=CC(=CC=C1)CC(C)C (bis(3-isobutylphenyl)methanol), C(C(=O)Cl)(=O)Cl (oxalyl chloride). The solvent is ClCCl (dichloromethane). Reaction conditions: temperature 25 celsius, time 2 hour. The product is C(C(C)C)C=1C=C(C=CC1)C(Cl)C1=CC(=CC=C1)CC(C)C (bis(3-isobutylphenyl)chloromethane). As a reaction SMILES: [CH2:1]([C:5]1[CH:6]=[C:7]([CH:11]([C:13]2[CH:18]=[CH:17][CH:16]=[C:15]([CH2:19][CH:20]([CH3:22])[CH3:21])[CH:14]=2)O)[CH:8]=[CH:9][CH:10]=1)[CH:2]([CH3:4])[CH3:3].C(Cl)(=O)C([Cl:26])=O>ClCCl>[CH2:1]([C:5]1[CH:6]=[C:7]([CH:11]([C:13]2[CH:18]=[CH:17][CH:16]=[C:15]([CH2:19][CH:20]([CH3:22])[CH3:21])[CH:14]=2)[Cl:26])[CH:8]=[CH:9][CH:10]=1)[CH:2]([CH3:4])[CH3:3]. Procedure: A mixture of bis(3-isobutylphenyl)methanol (2.87 g) and oxalyl chloride (1 ml) in dichloromethane (10 ml) was stirred at 25° C. for 2 hours. After evaporation of the solvent, the oily residue was distilled to give bis(3-isobutylphenyl)chloromethane (2.45 g) as pale yellow oil. Reactants: [O-]CC.[K+] (Potassium ethoxide), C(C)O (ethanol), C(N)(=O)C1=NN(C(=C1NC(C1=C(N=CC(=C1)S(=O)(=O)N1CCN(CC1)CC)OCC)=O)CC)CC1=NC=CC=C1 (N-[3-carbamoyl-5-ethyl-1-(2-pyridylmethyl)-1H-pyrazol4-yl]-2-ethoxy-5-(4-ethyl-1-piperazinylsulfonyl) nicotinamide). The solvent is C(C)(=O)OCC (Ethyl acetate). Run at temperature 120 celsius. Yields the product C(C)OC1=C(C=C(C=N1)S(=O)(=O)N1CCN(CC1)CC)C=1NC(C=2C(N1)=C(N(N2)CC2=NC=CC=C2)CC)=O (4-{6-Ethoxy-5-[3-ethyl-6,7-dihydro-7-oxo-2-(2-pyridylmethyl)-2H-pyrazolo [4,3-d]pyrimidin-5-yl]-3-pyridylsulfonyl}-1-ethylpiperazine). Isolated yield 83.0%. Reaction SMILES: [O-]CC.[K+].C(O)C.[C:8]([C:11]1[C:15]([NH:16][C:17](=O)[C:18]2[CH:23]=[C:22]([S:24]([N:27]3[CH2:32][CH2:31][N:30]([CH2:33][CH3:34])[CH2:29][CH2:28]3)(=[O:26])=[O:25])[CH:21]=[N:20][C:19]=2[O:35][CH2:36][CH3:37])=[C:14]([CH2:39][CH3:40])[N:13]([CH2:41][C:42]2[CH:47]=[CH:46][CH:45]=[CH:44][N:43]=2)[N:12]=1)(=[O:10])[NH2:9]>C(OCC)(=O)C>[CH2:36]([O:35][C:19]1[N:20]=[CH:21][C:22]([S:24]([N:27]2[CH2:28][CH2:29][N:30]([CH2:33][CH3:34])[CH2:31][CH2:32]2)(=[O:25])=[O:26])=[CH:23][C:18]=1[C:17]1[NH:9][C:8](=[O:10])[C:11]2[C:15](=[C:14]([CH2:39][CH3:40])[N:13]([CH2:41][C:42]3[CH:47]=[CH:46][CH:45]=[CH:44][N:43]=3)[N:12]=2)[N:16]=1)[CH3:37] |f:0.1|. Procedure: Potassium ethoxide solution (86 g, 0.25 mol, 24% w/w in ethanol) was charge to the vessel. To this was added ethanol (235 mL). Ethyl acetate (10.8 g) was added to reaction mixture at ambient. N-[3-carbamoyl-5-ethyl-1-(2-pyridylmethyl)-1H-pyrazol4-yl]-2-ethoxy-5-(4-ethyl-1-piperazinylsulfonyl) nicotinamide (70 g, 0.122 mol) was added in one portion to the solvent mixture and the reaction was stirred at ambient. The reaction mixture was warmed in a pressurised vessel to a temperature of 120° C., p... The reactants are CCCCCCCCBr, CCO, [Cu], [K+], CCOC(=O)c1ccc(N)cc1F, [OH-]. Product: CCCCCCCCNc1ccc(C(=O)OCC)c(F)c1. RXN SMILES: [Br:14][CH2:15][CH2:16][CH2:17][CH2:18][CH2:19][CH2:20][CH2:21][CH3:22].[CH3:25][CH2:26][OH:27].[Cu:28].[K+:24].[NH2:1][c:2]1[cH:3][c:4]([F:13])[c:5]([C:6](=[O:7])[O:8][CH2:9][CH3:10])[cH:11][cH:12]1.[OH-:23]>>[NH:1]([c:2]1[cH:3][c:4]([F:13])[c:5]([C:6](=[O:7])[O:8][CH2:9][CH3:10])[cH:11][cH:12]1)[CH2:15][CH2:16][CH2:17][CH2:18][CH2:19][CH2:20][CH2:21][CH3:22]. Starting materials: C(C)S(=O)(=O)C1=NC(=CC(=N1)CC1=CC(=CC=C1)C(F)(F)F)OC=1C=C(C=CC1)C(F)(F)F (2-(Ethylsulfonyl)-4-[m-(trifluoromethyl)benzyl] -6-[(α,α,α-trifluoro-m-tolyl)oxy]pyrimidine), C(Cl)(Cl)Cl (chloroform), C(C)O (ethanol), [BH4-].[Na+] (sodium borohydride). The solvent is C(C)(=O)OCC (ethyl acetate). Run at time 80 minute. The product is FC(C=1C=C(CC2=NC=NC(=C2)OC=2C=C(C=CC2)C(F)(F)F)C=CC1)(F)F (4-[m-(trifluoromethyl)benzyl]-6-[(α,α,α-trifluoro-m-tolyl)oxy]pyrimidine). Isolated yield 93.1%. Reaction SMILES: C(S([C:6]1[N:11]=[C:10]([CH2:12][C:13]2[CH:18]=[CH:17][CH:16]=[C:15]([C:19]([F:22])([F:21])[F:20])[CH:14]=2)[CH:9]=[C:8]([O:23][C:24]2[CH:25]=[C:26]([C:30]([F:33])([F:32])[F:31])[CH:27]=[CH:28][CH:29]=2)[N:7]=1)(=O)=O)C.C(Cl)(Cl)Cl.C(O)C.[BH4-].[Na+]>C(OCC)(=O)C>[F:22][C:19]([F:20])([F:21])[C:15]1[CH:14]=[C:13]([CH:18]=[CH:17][CH:16]=1)[CH2:12][C:10]1[CH:9]=[C:8]([O:23][C:24]2[CH:25]=[C:26]([C:30]([F:31])([F:32])[F:33])[CH:27]=[CH:28][CH:29]=2)[N:7]=[CH:6][N:11]=1 |f:3.4|. Procedure details: 2-(Ethylsulfonyl)-4-[m-(trifluoromethyl)benzyl] -6-[(α,α,α-trifluoro-m-tolyl)oxy]pyrimidine (1.17 g, 2.4 mmol) is added to chloroform (10 ml) and ethanol (10 ml). sodium borohydride (0.3 g, 7.9 mmol) is added portionwise over 15 minutes and the reaction is stirred at room temperature for 80 mins. The mixture is taken up in ethyl acetate and is washed with water, brine and dried over magnesium sulfate. The solvent is evaporated to give 1.05 g of a cloudy oil which is chromatographed to yield 0.89... Reactants: CC#N, CO, NCCCN, O=C(O)CCn1cnc2c(=O)[nH]cnc21. Yields the product NCCCNC(=O)CCn1cnc2c(=O)[nH]cnc21. RXN SMILES: [CH3:21][C:22]#[N:23].[CH3:24][OH:25].[NH2:16][CH2:17][CH2:18][CH2:19][NH2:20].[O:1]=[c:2]1[c:3]2[n:4][cH:5][n:6]([CH2:11][CH2:12][C:13](=[O:14])[OH:15])[c:7]2[n:8][cH:9][nH:10]1>>[O:1]=[c:2]1[c:3]2[n:4][cH:5][n:6]([CH2:11][CH2:12][C:13](=[O:15])[NH:16][CH2:17][CH2:18][CH2:19][NH2:20])[c:7]2[n:8][cH:9][nH:10]1.